This data is from the Open Reaction Database (ORD), a public repository of structured organic reaction records. The task is: describe an organic reaction: reactants, conditions, products, and yield The reactants are BrC=1C=CC(=NC1)C1(CS(C1)(=O)=O)O (3-(5-bromopyridin-2-yl)-3-hydroxythietane1,1-dioxide), C(C)N(CC)S(F)(F)F (diethylaminosulfur trifluoride). The solvent is C(Cl)Cl (methylene chloride). Conditions: temperature -78 celsius, time 1 hour. Yields the product BrC=1C=CC(=NC1)C1(CS(C1)(=O)=O)F (3-(5-bromopyridin-2-yl)-3-fluorothietane 1,1-dioxide). The yield is 48.8%. RXN SMILES: [Br:1][C:2]1[CH:3]=[CH:4][C:5]([C:8]2(O)[CH2:11][S:10](=[O:13])(=[O:12])[CH2:9]2)=[N:6][CH:7]=1.C(N(S(F)(F)[F:21])CC)C>C(Cl)Cl>[Br:1][C:2]1[CH:3]=[CH:4][C:5]([C:8]2([F:21])[CH2:11][S:10](=[O:13])(=[O:12])[CH2:9]2)=[N:6][CH:7]=1. Procedure details: To a stirred solution of the product of step 2, Example 18 (0.3 g, 1.097 mmol, 1 eq) in methylene chloride (30 mL) is added diethylaminosulfur trifluoride (0.175 mL, 1.295 mmol, 1.1 eq) at −78° C. Resulting reaction mixture is stirred at −78° C. for 1 hour. The reaction mixture is quenched with aqueous bicarbonate solution (15 mL) and extracted with methylene chloride (3×20 mL). Combined organic layer dried over sodium sulphate and concentrated in vacuo. The crude compound is purified by column ... The reactants are BrC=1C(=CC2=CC=CC=C2C1)COC[B-](F)(F)F.[Na+] (sodium (((3-bromo-2-naphthyl)methoxy)methyl)trifluoroborate), O1CCOCC1 (1,4-dioxane), C([O-])([O-])=O.[Cs+].[Cs+] (cesium carbonate), C1(CCCCC1)P(C1=C(C=CC=C1)C1=C(C=CC=C1OC)OC)C1CCCCC1 (2-dicyclohexylphosphino-2′,6′-dimethoxybiphenyl). The reagents and catalysts are C(C)(=O)[O-].[Pd+2].C(C)(=O)[O-] (palladium(II) acetate). Solvent: ClCCl (dichloromethane), O (water), O (water). Conditions: temperature 100 celsius, time 16 hour. The product is C1OCC2=C1C=C1C=CC=CC1=C2 (1,3-dihydronaphtho[2,3-c]furan). Yield: 66.8%. RXN SMILES: Br[C:2]1[C:3]([CH2:12][O:13][CH2:14][B-](F)(F)F)=[CH:4][C:5]2[C:10]([CH:11]=1)=[CH:9][CH:8]=[CH:7][CH:6]=2.[Na+].O1CCOCC1.C(=O)([O-])[O-].[Cs+].[Cs+].C1(P(C2CCCCC2)C2C=CC=CC=2C2C(OC)=CC=CC=2OC)CCCCC1>C([O-])(=O)C.[Pd+2].C([O-])(=O)C.ClCCl.O>[CH2:14]1[C:2]2[CH:11]=[C:10]3[C:5](=[CH:4][C:3]=2[CH2:12][O:13]1)[CH:6]=[CH:7][CH:8]=[CH:9]3 |f:0.1,3.4.5,7.8.9|. Reported procedure: To the mixture of sodium (((3-bromo-2-naphthyl)methoxy)methyl)trifluoroborate (30 mg, 0.088 mmol) synthesized in Example 6 and 1,4-dioxane (1.0 ml), water (0.15 ml), cesium carbonate (86 mg, 0.26 mmol), 2-dicyclohexylphosphino-2′,6′-dimethoxybiphenyl (7.2 mg, 0.018 mmol), palladium(II) acetate (2.0 mg, 0.009 mmol) were added at room temperature, and the obtained reaction mixture was then stirred at 100° C. (an outer temperature) for 16 hours. The reaction mixture was cooled to room temperature, ...